From a dataset of the Open Reaction Database (ORD), a public repository of structured organic reaction records. describe an organic reaction: reactants, conditions, products, and yield The reactants are CN(C)C=O, O=C(Cl)C(=O)Cl, ClCCl, O=C(O)c1ccncc1N(C(=O)C(F)(F)F)C1CCOCC1. Yields the product O=C(Cl)c1ccncc1N(C(=O)C(F)(F)F)C1CCOCC1. Reaction SMILES: [CH3:29][N:30]([CH3:31])[CH:32]=[O:33].[Cl:23][C:24]([C:25]([Cl:26])=[O:27])=[O:28].[Cl:34][CH2:35][Cl:36].[O:1]1[CH2:2][CH2:3][CH:4]([N:7]([c:8]2[c:9]([C:10](=[O:11])[OH:12])[cH:13][cH:14][n:15][cH:16]2)[C:17]([C:18]([F:19])([F:20])[F:21])=[O:22])[CH2:5][CH2:6]1>>[O:1]1[CH2:2][CH2:3][CH:4]([N:7]([c:8]2[c:9]([C:10](=[O:11])[Cl:23])[cH:13][cH:14][n:15][cH:16]2)[C:17]([C:18]([F:19])([F:20])[F:21])=[O:22])[CH2:5][CH2:6]1. Reactants: [N+](=O)([O-])C1=C(C=C(C=C1)N1CCCC1)NC(C1=CC=CC=C1)=O (N-(2-nitro-5-(pyrrolidin-1-yl)phenyl)benzamide), S(=O)([O-])S(=O)[O-].[Na+].[Na+] (sodium hydrosulfite). Solvent: C(C)O (ethanol). Product: NC1=C(C=C(C=C1)N1CCCC1)NC(C1=CC=CC=C1)=O (N-(2-amino-5-(pyrrolidin-1-yl)phenyl)benzamide). As a reaction SMILES: [N+:1]([C:4]1[CH:9]=[CH:8][C:7]([N:10]2[CH2:14][CH2:13][CH2:12][CH2:11]2)=[CH:6][C:5]=1[NH:15][C:16](=[O:23])[C:17]1[CH:22]=[CH:21][CH:20]=[CH:19][CH:18]=1)([O-])=O.S(S([O-])=O)([O-])=O.[Na+].[Na+]>C(O)C>[NH2:1][C:4]1[CH:9]=[CH:8][C:7]([N:10]2[CH2:11][CH2:12][CH2:13][CH2:14]2)=[CH:6][C:5]=1[NH:15][C:16](=[O:23])[C:17]1[CH:18]=[CH:19][CH:20]=[CH:21][CH:22]=1 |f:1.2.3|. Procedure: A mixture of N-(2-nitro-5-(pyrrolidin-1-yl)phenyl)benzamide and sodium hydrosulfite (9 mmol) (3 mmol) in ethanol (150 mL) was refluxed for 1 h. After cooled to room temperature, the mixture was extracted with ethyl acetate (50 mL×3). The combined organics were washed with brine, dried over anhydrous MgSO4, and concentrated in vacuum to give crude N-(2-amino-5-(pyrrolidin-1-yl)phenyl)benzamide. Reactants: COC(=O)C=Cc1cnccc1N=C=Nc1cccc(C(F)(F)F)c1, Fc1ccc(N2CCNCC2)cc1. The product is COC(=O)CC1c2cnccc2N=C(N2CCN(c3ccc(F)cc3)CC2)N1c1cccc(C(F)(F)F)c1. As a reaction SMILES: [F:1][C:2]([c:3]1[cH:4][c:5]([N:9]=[C:10]=[N:11][c:12]2[c:13]([CH:18]=[CH:19][C:20](=[O:21])[O:22][CH3:23])[cH:14][n:15][cH:16][cH:17]2)[cH:6][cH:7][cH:8]1)([F:24])[F:25].[F:26][c:27]1[cH:28][cH:29][c:30]([N:33]2[CH2:34][CH2:35][NH:36][CH2:37][CH2:38]2)[cH:31][cH:32]1>>[F:1][C:2]([c:3]1[cH:4][c:5]([N:9]2[C:10]([N:36]3[CH2:35][CH2:34][N:33]([c:30]4[cH:29][cH:28][c:27]([F:26])[cH:32][cH:31]4)[CH2:38][CH2:37]3)=[N:11][c:12]3[c:13]([cH:14][n:15][cH:16][cH:17]3)[CH:18]2[CH2:19][C:20](=[O:21])[O:22][CH3:23])[cH:6][cH:7][cH:8]1)([F:24])[F:25]. Reaction SMILES: [CH3:1][C:2]1([CH3:10])[CH2:7][C:6]([CH3:8])=[CH:5][C:4](=[O:9])[CH2:3]1.N(CCO)(CCO)CCO>>[CH3:1][C:2]1([CH3:10])[CH:7]=[C:6]([CH3:8])[CH2:5][C:4](=[O:9])[CH2:3]1. Procedure details: A mixture of 500 g of 3,3,5-trimethyl-cyclohex-5-en-1-one (isophorone) and 50 g of triethanolamine was refluxed for 4 hours, whereupon it was fractionally distilled to give a fraction at b.p. 170°. The isomerization was performed in a reaction vessel equipped with a lateral distillation column having the following characteristics: The reactants are CC1(CC(C=C(C1)C)=O)C (3,3,5-trimethyl-cyclohex-5-en-1-one), N(CCO)(CCO)CCO (triethanolamine). Yields the product CC1(CC(CC(=C1)C)=O)C (3,3,5-Trimethyl-cyclohex-4-en-1-one). Run at time 12 hour. The solvent is C(Cl)Cl (DCM). The reactants are C(=O)(OCC1=CC=CC=C1)N1C[C@H](CC1)NC1CCCCC1 ((3S)-1-Cbz-3-(cyclohexylamino)pyrolidine), TEA, C(C(C)C)(=O)Cl (isobutyryl chloride). The product is C(=O)(OCC1=CC=CC=C1)N1C[C@H](CC1)N(C(C(C)C)=O)C1CCCCC1 ((3S)-1-Cbz-3-[cyclohexyl(isobutyryl)amino]pyrrolidine). Reported procedure: To a solution of (3S)-1-Cbz-3-(cyclohexylamino)pyrolidine (4.75 g, 15.1 mmol) and TEA (4.26 mL, 30.2 mmol) in DCM (50 mL) was added dropwise isobutyryl chloride (1.15 mL, 60.3 mmol). The reaction mixture was stirred at rt for 12 h and quenched with 1N HCl solution. The organic material was extracted with DCM (50 mL×2) followed by EtOAc (50 mL×2), and the extracts were washed with a saline, dried over MgSO4, and concentrated in vacuo. The residue was purified by column chomatography (EtOAc/Hex=1/... RXN SMILES: [C:1]([N:11]1[CH2:15][CH2:14][C@H:13]([NH:16][CH:17]2[CH2:22][CH2:21][CH2:20][CH2:19][CH2:18]2)[CH2:12]1)([O:3][CH2:4][C:5]1[CH:10]=[CH:9][CH:8]=[CH:7][CH:6]=1)=[O:2].[C:23](Cl)(=[O:27])[CH:24]([CH3:26])[CH3:25]>C(Cl)Cl>[C:1]([N:11]1[CH2:15][CH2:14][C@H:13]([N:16]([CH:17]2[CH2:22][CH2:21][CH2:20][CH2:19][CH2:18]2)[C:23](=[O:27])[CH:24]([CH3:26])[CH3:25])[CH2:12]1)([O:3][CH2:4][C:5]1[CH:6]=[CH:7][CH:8]=[CH:9][CH:10]=1)=[O:2]. The yield is 96.0%.